From a dataset of the Open Reaction Database (ORD), a public repository of structured organic reaction records. describe an organic reaction: reactants, conditions, products, and yield Reactants: FC1=CC=C(OC=2C=C3C(NC(C3=CC2)=O)=O)C=C1 (5-(4-fluoro-phenoxy)-isoindole-1,3-dione), COC(CBr)=O (Bromo-acetic acid methyl ester), C(=O)([O-])[O-].[K+].[K+] (K2CO3). Run at time 16 hour. Product: COC(CN1C(C2=CC=C(C=C2C1=O)OC1=CC=C(C=C1)F)=O)=O ([5-(4-Fluoro-phenoxy)-1,3-dioxo-1,3-dihydro-isoindol-2-yl]-acetic acid methyl ester). The yield is 90.4%. RXN SMILES: [F:1][C:2]1[CH:19]=[CH:18][C:5]([O:6][C:7]2[CH:8]=[C:9]3[C:13](=[CH:14][CH:15]=2)[C:12](=[O:16])[NH:11][C:10]3=[O:17])=[CH:4][CH:3]=1.[CH3:20][O:21][C:22](=[O:25])[CH2:23]Br.C([O-])([O-])=O.[K+].[K+]>>[CH3:20][O:21][C:22](=[O:25])[CH2:23][N:11]1[C:10](=[O:17])[C:9]2[C:13](=[CH:14][CH:15]=[C:7]([O:6][C:5]3[CH:18]=[CH:19][C:2]([F:1])=[CH:3][CH:4]=3)[CH:8]=2)[C:12]1=[O:16] |f:2.3.4|. Procedure: A mixture of 5-(4-fluoro-phenoxy)-isoindole-1,3-dione (42.9 g, 167 mmol), Bromo-acetic acid methyl ester (21.1 ml, 223 mmol), K2CO3 (62.3 g, 446 mmol) and Et2CO (700 ml) was refluxed with stirring for 16 h before the mixture was concentrated in vacuo. To the residue was added water (150 ml) and the resulting slurry was extracted with EtOAc (1×750 ml, 1×250 ml). The combined organic phases were dried over MgSO4 and concentrated in vacuo to give the title compound as a tan solid (49.7 g); 1H NMR (...